This data is from the Open Reaction Database (ORD), a public repository of structured organic reaction records. The task is: describe an organic reaction: reactants, conditions, products, and yield Starting materials: [OH-].[Na+] (sodium hydroxide), C(C1=CC=CC=C1)OC1=CC=2N(C=C1N(S(=O)(=O)C)CC)N=C(C2C(=O)OCC)C2=CC=C(C=C2)F (Ethyl 5-(benzyloxy)-6-(N-ethylmethylsulfonamido)-2-(4-fluorophenyl)pyrazolo[1,5-a]pyridine-3-carboxylate), O (water). Solvent: C(C)O (ethanol). Conditions: temperature 45 celsius. Product: C(C1=CC=CC=C1)OC1=CC=2N(C=C1N(S(=O)(=O)C)CC)N=C(C2C(=O)O)C2=CC=C(C=C2)F (5-(benzyloxy)-6-(N-ethylmethylsulfonamido)-2-(4-fluorophenyl)pyrazolo[1,5-a]pyridine-3-carboxylic acid). RXN SMILES: [CH2:1]([O:8][C:9]1[C:14]([N:15]([CH2:20][CH3:21])[S:16]([CH3:19])(=[O:18])=[O:17])=[CH:13][N:12]2[N:22]=[C:23]([C:30]3[CH:35]=[CH:34][C:33]([F:36])=[CH:32][CH:31]=3)[C:24]([C:25]([O:27]CC)=[O:26])=[C:11]2[CH:10]=1)[C:2]1[CH:7]=[CH:6][CH:5]=[CH:4][CH:3]=1.[OH-].[Na+].O>C(O)C>[CH2:1]([O:8][C:9]1[C:14]([N:15]([CH2:20][CH3:21])[S:16]([CH3:19])(=[O:18])=[O:17])=[CH:13][N:12]2[N:22]=[C:23]([C:30]3[CH:31]=[CH:32][C:33]([F:36])=[CH:34][CH:35]=3)[C:24]([C:25]([OH:27])=[O:26])=[C:11]2[CH:10]=1)[C:2]1[CH:7]=[CH:6][CH:5]=[CH:4][CH:3]=1 |f:1.2|. Procedure: Ethyl 5-(benzyloxy)-6-(N-ethylmethylsulfonamido)-2-(4-fluorophenyl)pyrazolo[1,5-a]pyridine-3-carboxylate (0.15 g, 0.29 mmol, 1 eq) was dissolved in ethanol. Then sodium hydroxide (0.035 g, 1.17 mmol, 3 eq) was added, followed by the addition of water (1 ml). The reaction was warmed to 45° C. for 14 h. The solution was concentrated and diluted with water and the pH of the reaction was brought to 3 using Conc.HCl. The solid precipitated was filtered and dried under vacuum. Yield: 0.12 g (86%). 1HN...